This data is from the Open Reaction Database (ORD), a public repository of structured organic reaction records. The task is: describe an organic reaction: reactants, conditions, products, and yield The reactants are C(C1=CC=CC=C1)(=O)C=1C=C(C=CC1)C(C(CC(=O)OCC)O)C (ethyl 4-(m-benzoyl-phenyl)-3-hydroxy-4-methyl-butyrate), C(C)O (ethanol), 14N potassium hydroxide. Solvent: O (water). Yields the product C(C1=CC=CC=C1)(=O)C=1C=C(C=CC1)C(C(CC(=O)O)O)C (4-(m-benzoyl-phenyl)-3-hydroxy-4-methyl-butyric acid). Reaction SMILES: [C:1]([C:9]1[CH:10]=[C:11]([CH:15]([CH3:24])[CH:16]([OH:23])[CH2:17][C:18]([O:20]CC)=[O:19])[CH:12]=[CH:13][CH:14]=1)(=[O:8])[C:2]1[CH:7]=[CH:6][CH:5]=[CH:4][CH:3]=1.C(O)C>O>[C:1]([C:9]1[CH:10]=[C:11]([CH:15]([CH3:24])[CH:16]([OH:23])[CH2:17][C:18]([OH:20])=[O:19])[CH:12]=[CH:13][CH:14]=1)(=[O:8])[C:2]1[CH:7]=[CH:6][CH:5]=[CH:4][CH:3]=1. Procedure details: A mixture of 818 mg of ethyl 4-(m-benzoyl-phenyl)-3-hydroxy-4-methyl-butyrate, 8 ml of ethanol, 0.8 ml of water and 0.2 ml of 14N potassium hydroxide was refluxed for 11/2 hours and then was evaporated to dryness under reduced pressure. The residue was taken up in 20 ml of water and the solution was acidified to a pH of 1 by progressive addition of a 1N hydrochloric acid solution and was then extracted with methylene chloride. The organic phase was washed with water and evaporated to dryness und... The reactants are [NH4+], O=S(=O)([O-])[O-], [OH-], O=C(O)CCC(=O)c1ccc([N+](=O)[O-])c(O)c1. Product: Nc1ccc(C(=O)CCC(=O)O)cc1O. RXN SMILES: [NH4+:23].[O-:18][S:19](=[O:20])(=[O:21])[O-:22].[OH-:24].[OH:1][c:2]1[cH:3][c:4]([C:5](=[O:6])[CH2:7][CH2:8][C:9](=[O:10])[OH:11])[cH:12][cH:13][c:14]1[N+:15]([O-:16])=[O:17]>>[OH:1][c:2]1[cH:3][c:4]([C:5](=[O:6])[CH2:7][CH2:8][C:9](=[O:10])[OH:11])[cH:12][cH:13][c:14]1[NH2:15].